Dataset: the Open Reaction Database (ORD), a public repository of structured organic reaction records. Task: describe an organic reaction: reactants, conditions, products, and yield Starting materials: C1=CC(=CC=2C3=CC=CC=C3NC12)N1C2=C(C3=CC=CC=C13)C=CC=N2 (9-(9H-carbazol-3-yl)-pyrido[2,3-b]indole), BrC=1C=C(C=CC1)C1=CC(=CC=C1)C1=CC=CC2=C1SC1=C2C=CC=C1 (4-(3′-bromo-[1,1′-biphenyl]-3-yl)dibenzo[b,d]thiophene), CC(C)([O-])C.[Na+] (sodium tert-butoxide). Reagents/catalysts: C=1C=CC(=CC1)/C=C/C(=O)/C=C/C2=CC=CC=C2.C=1C=CC(=CC1)/C=C/C(=O)/C=C/C2=CC=CC=C2.C=1C=CC(=CC1)/C=C/C(=O)/C=C/C2=CC=CC=C2.[Pd].[Pd] (Pd2(dba)3), C1(CCCCC1)P(C=1C=C(C=CC1)C1=C(C=CC=C1OC)OC)C1CCCCC1 (dicyclohexyl(2′,6′-dimethoxy-[1,1′-biphenyl]-3-yl)phosphine). Solvent: C=1(C(=CC=CC1)C)C (xylene). Yields the product C1=CC=C(C=2SC3=C(C21)C=CC=C3)C=3C=C(C=CC3)C3=CC(=CC=C3)N3C2=CC=CC=C2C=2C=C(C=CC32)N3C2=C(C1=CC=CC=C31)C=CC=N2 (9-(9-(3′-(dibenzo[b,d]thiophen-4-yl)-[1,1′-biphenyl]-3-yl)-carbazol-3-yl)-pyrido[2,3-b]indole). The yield is 64.1%. RXN SMILES: [CH:1]1[C:13]2[NH:12][C:11]3[C:6](=[CH:7][CH:8]=[CH:9][CH:10]=3)[C:5]=2[CH:4]=[C:3]([N:14]2[C:22]3[C:17](=[CH:18][CH:19]=[CH:20][CH:21]=3)[C:16]3[CH:23]=[CH:24][CH:25]=[N:26][C:15]2=3)[CH:2]=1.Br[C:28]1[CH:29]=[C:30]([C:34]2[CH:39]=[CH:38][CH:37]=[C:36]([C:40]3[C:45]4[S:46][C:47]5[CH:52]=[CH:51][CH:50]=[CH:49][C:48]=5[C:44]=4[CH:43]=[CH:42][CH:41]=3)[CH:35]=2)[CH:31]=[CH:32][CH:33]=1.CC(C)([O-])C.[Na+]>C1(C)C(C)=CC=CC=1.C1C=CC(/C=C/C(/C=C/C2C=CC=CC=2)=O)=CC=1.C1C=CC(/C=C/C(/C=C/C2C=CC=CC=2)=O)=CC=1.C1C=CC(/C=C/C(/C=C/C2C=CC=CC=2)=O)=CC=1.[Pd].[Pd].C1(P(C2CCCCC2)C2C=C(C3C(OC)=CC=CC=3OC)C=CC=2)CCCCC1>[CH:43]1[C:44]2[C:48]3[CH:49]=[CH:50][CH:51]=[CH:52][C:47]=3[S:46][C:45]=2[C:40]([C:36]2[CH:35]=[C:34]([C:30]3[CH:31]=[CH:32][CH:33]=[C:28]([N:12]4[C:13]5[CH:1]=[CH:2][C:3]([N:14]6[C:22]7[C:17](=[CH:18][CH:19]=[CH:20][CH:21]=7)[C:16]7[CH:23]=[CH:24][CH:25]=[N:26][C:15]6=7)=[CH:4][C:5]=5[C:6]5[C:11]4=[CH:10][CH:9]=[CH:8][CH:7]=5)[CH:29]=3)[CH:39]=[CH:38][CH:37]=2)=[CH:41][CH:42]=1 |f:2.3,5.6.7.8.9|. Procedure: A solution of 9-(9H-carbazol-3-yl)-pyrido[2,3-b]indole (2.50 g, 7.50 mmol), 4-(3′-bromo-[1,1′-biphenyl]-3-yl)dibenzo[b,d]thiophene (3.11 g, 7.50 mmol), Pd2(dba)3 (0.137 g, 0.150 mmol), dicyclohexyl(2′,6′-dimethoxy-[1,1′-biphenyl]-3-yl)phosphine (0.123 g, 0.30 mmol), and sodium tert-butoxide (1.44 g, 15.00 mmol) in xylene (150 mL) was refluxed in nitrogen overnight. After cooling to room temperature, the reaction mixture was washed with water, dried over Na2SO4 and the solvent was evaporated. The...